The task is: describe an organic reaction: reactants, conditions, products, and yield. This data is from the Open Reaction Database (ORD), a public repository of structured organic reaction records. Reactants: [Al+3], CCOCC, [H-], [H-], [H-], [H-], [Li+], [Na+], [OH-], O, N#CCc1cccnc1. Yields the product NCCc1cccnc1. As a reaction SMILES: [Al+3:2].[CH3:19][CH2:20][O:21][CH2:22][CH3:23].[H-:1].[H-:4].[H-:5].[H-:6].[Li+:3].[Na+:18].[OH-:17].[OH2:16].[n:7]1[cH:8][c:9]([CH2:13][C:14]#[N:15])[cH:10][cH:11][cH:12]1>>[n:7]1[cH:8][c:9]([CH2:13][CH2:14][NH2:15])[cH:10][cH:11][cH:12]1.